This data is from the Open Reaction Database (ORD), a public repository of structured organic reaction records. The task is: describe an organic reaction: reactants, conditions, products, and yield The reactants are C(C)[BH-](CC)CC.[Li+] (lithium triethylborohydride), C([O-])(O)=O.[Na+] (sodium bicarbonate), C(Cl)(Cl)Cl.C(C)(C)O (chloroform isopropanol), FC1=C(C=CC=C1F)C1=C(C2=CC=C(C=C2C=C1)O)C(=O)C1=CC=C(C=C1)OCCN1CCCCC1 ([2-(2,3-difluoro-phenyl)-6-hydroxy-naphthalen-1-yl]-[4-(2-piperidin-1-yl-ethoxy)-phenyl]-methanone), C(C)(C)O (isopropanol). Run in O1CCOCC1 (dioxane), O1CCOCC1 (dioxane). Reaction conditions: temperature 45 celsius. The product is Cl.FC1=C2OC(C3=C4C=CC(=CC4=CC=C3C2=CC=C1)O)C1=CC=C(C=C1)OCCN1CCCCC1 (7-Fluoro-5-[4-(2-piperidin-1-yl-ethoxy)-phenyl]-5H-6-oxa-chrysen-2-ol hydrochloride). Isolated yield 35.0%. As a reaction SMILES: F[C:2]1[C:7]([F:8])=[CH:6][CH:5]=[CH:4][C:3]=1[C:9]1[CH:18]=[CH:17][C:16]2[C:11](=[CH:12][CH:13]=[C:14]([OH:19])[CH:15]=2)[C:10]=1[C:20]([C:22]1[CH:27]=[CH:26][C:25]([O:28][CH2:29][CH2:30][N:31]2[CH2:36][CH2:35][CH2:34][CH2:33][CH2:32]2)=[CH:24][CH:23]=1)=[O:21].C([BH-](CC)CC)C.[Li+].C(O)(C)C.C(=O)(O)[O-].[Na+].C(Cl)(Cl)[Cl:55].C(O)(C)C>O1CCOCC1>[ClH:55].[F:8][C:7]1[CH:6]=[CH:5][CH:4]=[C:3]2[C:2]=1[O:21][CH:20]([C:22]1[CH:23]=[CH:24][C:25]([O:28][CH2:29][CH2:30][N:31]3[CH2:36][CH2:35][CH2:34][CH2:33][CH2:32]3)=[CH:26][CH:27]=1)[C:10]1[C:9]2=[CH:18][CH:17]=[C:16]2[C:11]=1[CH:12]=[CH:13][C:14]([OH:19])=[CH:15]2 |f:1.2,4.5,6.7,9.10|. Procedure: Charge a flask with R-methyl CBS reagent (50 m, 0.18 mmol) dissolved in 100 mL dioxane and warm to 45° C. Dissolve [2-(2,3-difluoro-phenyl)-6-hydroxy-naphthalen-1-yl]-[4-(2-piperidin-1-yl-ethoxy)-phenyl]-methanone (400 mg, 0.82 mmol) in 100 mL of dioxane and add dropwise to the reaction mixture over a two hour period. Continue heating at 45° C. under nitrogen overnight and add lithium triethylborohydride (15 mL of 1.0 M solution in THF, 15 mmol) and heat reaction to 100° C. for 24 hours. Cool th... Reactants: Ice, C(C)C1=NC=CC=C1OC=1C(=NC=C(C1)SC1=NC=CC=C1)C#N (3-(2-Ethylpyridin-3-yloxy)-5-(pyridin-2-ylthio)picolinonitrile), [OH-].[Na+] (NaOH). The solvent is S(O)(O)(=O)=O (sulfuric acid). The product is C(C)C1=NC=CC=C1OC=1C(=NC=C(C1)SC1=NC=CC=C1)C(=O)N (3-(2-ethylpyridin-3-yloxy)-5-(pyridin-2-ylthio)picolinamide). RXN SMILES: [CH2:1]([C:3]1[C:8]([O:9][C:10]2[C:11]([C:23]#[N:24])=[N:12][CH:13]=[C:14]([S:16][C:17]3[CH:22]=[CH:21][CH:20]=[CH:19][N:18]=3)[CH:15]=2)=[CH:7][CH:6]=[CH:5][N:4]=1)[CH3:2].[OH-:25].[Na+]>S(=O)(=O)(O)O>[CH2:1]([C:3]1[C:8]([O:9][C:10]2[C:11]([C:23]([NH2:24])=[O:25])=[N:12][CH:13]=[C:14]([S:16][C:17]3[CH:22]=[CH:21][CH:20]=[CH:19][N:18]=3)[CH:15]=2)=[CH:7][CH:6]=[CH:5][N:4]=1)[CH3:2] |f:1.2|. Procedure details: 3-(2-Ethylpyridin-3-yloxy)-5-(pyridin-2-ylthio)picolinonitrile (1.4 g, 4.19 mmol) was stirred in concentrated sulfuric acid (10 mL) overnight at ambient temperature. Ice (100 g) was added and the solution was neutralized using 4M NaOH. Ice was added as necessary to maintain the temperature below 20° C. The product was extracted into ethyl acetate, washed with brine, dried over MgSO4, filtered and concentrated to afford 3-(2-ethylpyridin-3-yloxy)-5-(pyridin-2-ylthio)picolinamide (1.5 g, 4.2 mmol)... Reactants: CC(C)(C)c1c(N)nn2cccnc12, O=C(O)Cc1ccc(Cl)cc1. The product is CC(C)(C)c1c(NC(=O)Cc2ccc(Cl)cc2)nn2cccnc12. RXN SMILES: [C:1]([CH3:2])([CH3:3])([CH3:4])[c:5]1[c:6]([NH2:14])[n:7][n:8]2[c:9]1[n:10][cH:11][cH:12][cH:13]2.[OH:15][C:16](=[O:17])[CH2:18][c:19]1[cH:20][cH:21][c:22]([Cl:23])[cH:24][cH:25]1>>[C:1]([CH3:2])([CH3:3])([CH3:4])[c:5]1[c:6]([NH:14][C:16](=[O:15])[CH2:18][c:19]2[cH:20][cH:21][c:22]([Cl:23])[cH:24][cH:25]2)[n:7][n:8]2[c:9]1[n:10][cH:11][cH:12][cH:13]2. The reactants are C(C)OC(=O)C=1N=C(OC1)C1=CC=CC=C1 (2-phenyl-oxazole-4-carboxylic acid ethyl ester), ClN1C(CCC1=O)=O (1-chloro-pyrrolidine-2,5-dione). The reagents and catalysts are S(O)(O)(=O)=O (sulfuric acid). The solvent is C(Cl)(Cl)Cl (chloroform). Product: C(C)OC(=O)C=1N=C(OC1Cl)C1=CC=CC=C1 (5-chloro-2-phenyl-oxazole-4-carboxylic acid ethyl ester). Isolated yield 37.7%. As a reaction SMILES: [CH2:1]([O:3][C:4]([C:6]1[N:7]=[C:8]([C:11]2[CH:16]=[CH:15][CH:14]=[CH:13][CH:12]=2)[O:9][CH:10]=1)=[O:5])[CH3:2].[Cl:17]N1C(=O)CCC1=O>S(=O)(=O)(O)O.C(Cl)(Cl)Cl>[CH2:1]([O:3][C:4]([C:6]1[N:7]=[C:8]([C:11]2[CH:16]=[CH:15][CH:14]=[CH:13][CH:12]=2)[O:9][C:10]=1[Cl:17])=[O:5])[CH3:2]. Procedure details: Mixture of 2-phenyl-oxazole-4-carboxylic acid ethyl ester (217 mg, 1 mmol), 1-chloro-pyrrolidine-2,5-dione (400 mg, 3 mmol) and two drops of sulfuric acid in chloroform (10 mL) was heated at 90 degrees for overnight. After the reaction was complete, solvent was evaporated. To the residue, water was added, and then the mixture was extracted with ethyl acetate twice. The organic layers were collected, combined, washed with saturated sodium bicarbonate, dried over sodium sulfate, filtered, and conc... The reactants are C(CCCCCCC)O (1-octanol), C(C1=CC=CC=C1)OC1=C(C(=O)NCCCCCC(=O)Cl)C=C(C=C1)OCC1=CC=CC=C1 (6-{N-[2,5-di(benzyloxy)benzoyl]amino}hexanoyl chloride), N1=CC=CC=C1 (pyridine). Solvent: CCOCC (ether), C(C)#N (acetonitrile). Yields the product C(C1=CC=CC=C1)OC1=C(C(=O)NCCCCCC(=O)OCCCCCCCC)C=C(C=C1)OCC1=CC=CC=C1 (octyl 6-{N-[2,5-di(benzyloxy)benzoyl]amino}hexanoate). The yield is 53.6%. Reaction SMILES: [CH2:1]([OH:9])[CH2:2][CH2:3][CH2:4][CH2:5][CH2:6][CH2:7][CH3:8].[CH2:10]([O:17][C:18]1[CH:34]=[CH:33][C:32]([O:35][CH2:36][C:37]2[CH:42]=[CH:41][CH:40]=[CH:39][CH:38]=2)=[CH:31][C:19]=1[C:20]([NH:22][CH2:23][CH2:24][CH2:25][CH2:26][CH2:27][C:28](Cl)=[O:29])=[O:21])[C:11]1[CH:16]=[CH:15][CH:14]=[CH:13][CH:12]=1.N1C=CC=CC=1>C(#N)C.CCOCC>[CH2:10]([O:17][C:18]1[CH:34]=[CH:33][C:32]([O:35][CH2:36][C:37]2[CH:38]=[CH:39][CH:40]=[CH:41][CH:42]=2)=[CH:31][C:19]=1[C:20]([NH:22][CH2:23][CH2:24][CH2:25][CH2:26][CH2:27][C:28]([O:9][CH2:1][CH2:2][CH2:3][CH2:4][CH2:5][CH2:6][CH2:7][CH3:8])=[O:29])=[O:21])[C:11]1[CH:12]=[CH:13][CH:14]=[CH:15][CH:16]=1. Procedure details: 0.66 g (5 mmol) of 1-octanol was dropwise added to the solution of 1.5 g (3.2 mmol) of 6-{N-[2,5-di(benzyloxy)benzoyl]amino}hexanoyl chloride in 15 ml of anhydrous acetonitrile and 0.29 g (3.7 mmol) of anhydrous pyridine during 5 minutes under cooling and stirring at 0°-5° C. The reaction mixture was stirred at room temperature for 10 hours, then evaporated under reduced pressure to dryness at a temperature below 50° C. The residue obtained was dissolved in 40 ml of ether and was successively wa... The reactants are [BH4-].[Na+] (sodium borohydride), O(C1=CC=CC=C1)C1=CC=C(OC2C(CCC2)=O)C=C1 (2-(4-phenoxyphenoxy)-cyclopentan-1-one). Run in O (water), CO (methanol). Run at time 15 hour. Product: O(C1=CC=CC=C1)C1=CC=C(OC2C(CCC2)O)C=C1 (2-(4-phenoxyphenoxy)-cyclopentan-1-ol). RXN SMILES: [BH4-].[Na+].[O:3]([C:10]1[CH:22]=[CH:21][C:13]([O:14][CH:15]2[CH2:19][CH2:18][CH2:17][C:16]2=[O:20])=[CH:12][CH:11]=1)[C:4]1[CH:9]=[CH:8][CH:7]=[CH:6][CH:5]=1>O.CO>[O:3]([C:10]1[CH:22]=[CH:21][C:13]([O:14][CH:15]2[CH2:19][CH2:18][CH2:17][CH:16]2[OH:20])=[CH:12][CH:11]=1)[C:4]1[CH:5]=[CH:6][CH:7]=[CH:8][CH:9]=1 |f:0.1|. Reported procedure: A solution of 3.78 g of sodium borohydride in 10 ml of water is added at room temperature to a solution of 8.04 g of 2-(4-phenoxyphenoxy)-cyclopentan-1-one in 60 ml of methanol. The reaction mixture is stirred for 15 hours at room temperature and then concentrated under reduced pressure. The residue is poured into ice-water and extracted with ether. The organic phase is washed twice with saturated sodium chloride solution, dried over sodium sulphate and concentrated by rotary evaporation. Fracti... Starting materials: [N+](=O)([O-])C=1C=C(CP(OC(C)C)(OC(C)C)=O)C=CC1 (dipropan-2-yl (3-nitrobenzyl)phosphonate), ClC1=NC=C(C(=N1)NCC=1C(=NC=CC1)N(S(=O)(=O)C)C)C(F)(F)F (N-[3-({[2-chloro-5-(trifluoromethyl)pyrimidin-4-yl]amino}methyl)pyridin-2-yl]-N-methylmethanesulfonamide), C(=O)(C(F)(F)F)O (TFA). The reagents and catalysts are [Pd] (Pd/C). The solvent is CO (MeOH). Yields the product FC(C(=O)O)(F)F.CN(C1=NC=CC=C1CNC1=NC(=NC=C1C(F)(F)F)NC=1C=C(CP(OC(C)C)(OC(C)C)=O)C=CC1)S(=O)(=O)C (dipropan-2-yl [3-({4-[({2-[methyl (methylsulfonyl)amino]pyridin-3-yl}methyl)amino]-5-(trifluoromethyl)pyrimidin-2-yl}amino)benzyl]phosphonate trifluoroacetate). Yield: 34.0%. As a reaction SMILES: [N+:1]([C:4]1[CH:5]=[C:6]([CH:18]=[CH:19][CH:20]=1)[CH2:7][P:8](=[O:17])([O:13][CH:14]([CH3:16])[CH3:15])[O:9][CH:10]([CH3:12])[CH3:11])([O-])=O.Cl[C:22]1[N:27]=[C:26]([NH:28][CH2:29][C:30]2[C:31]([N:36]([CH3:41])[S:37]([CH3:40])(=[O:39])=[O:38])=[N:32][CH:33]=[CH:34][CH:35]=2)[C:25]([C:42]([F:45])([F:44])[F:43])=[CH:24][N:23]=1.[C:46]([OH:52])([C:48]([F:51])([F:50])[F:49])=[O:47]>CO.[Pd]>[F:49][C:48]([F:51])([F:50])[C:46]([OH:52])=[O:47].[CH3:41][N:36]([S:37]([CH3:40])(=[O:39])=[O:38])[C:31]1[C:30]([CH2:29][NH:28][C:26]2[C:25]([C:42]([F:45])([F:43])[F:44])=[CH:24][N:23]=[C:22]([NH:1][C:4]3[CH:5]=[C:6]([CH:18]=[CH:19][CH:20]=3)[CH2:7][P:8](=[O:17])([O:13][CH:14]([CH3:16])[CH3:15])[O:9][CH:10]([CH3:12])[CH3:11])[N:27]=2)=[CH:35][CH:34]=[CH:33][N:32]=1 |f:5.6|. Procedure: A mixture of triisopropyl phosphite (500 mg, 2.31 mmol) and 1-bromomethyl-3-nitrobenzene (506 mg, 2.43 mmol) was heated at 100° C. under nitrogen for 3 h. The crude dipropan-2-yl (3-nitrobenzyl)phosphonate thus formed was dissolved in MeOH (5 mL) and hydrogenated in the presence of 5% Pd/C (49 mg) for 2 h. The mixture was filtered and concentrated in vacuo and the dipropan-2-yl (3-aminobenzyl)phosphonate residue heated in a microwave reactor at 105° C. under nitrogen for 40 minutes with N-[3-({[... The reactants are CCOC1CN(C(=O)OC(C)(C)C)CC(OCc2ccc3ccccc3c2)C1c1ccc(OCCCOCc2ccccc2)cc1, O=C([O-])O, CO, Cl, [Na+]. Yields the product CCOC1CNCC(OCc2ccc3ccccc3c2)C1c1ccc(OCCCOCc2ccccc2)cc1. Reaction SMILES: [C:1]([O:2][C:3](=[O:4])[N:8]1[CH2:9][CH:10]([O:35][CH2:36][c:37]2[cH:38][c:39]3[cH:40][cH:41][cH:42][cH:43][c:44]3[cH:45][cH:46]2)[CH:11]([c:17]2[cH:18][cH:19][c:20]([O:23][CH2:24][CH2:25][CH2:26][O:27][CH2:28][c:29]3[cH:30][cH:31][cH:32][cH:33][cH:34]3)[cH:21][cH:22]2)[CH:12]([O:14][CH2:15][CH3:16])[CH2:13]1)([CH3:5])([CH3:6])[CH3:7].[C:48](=[O:49])([O-:50])[OH:51].[CH3:53][OH:54].[ClH:47].[Na+:52]>>[NH:8]1[CH2:9][CH:10]([O:35][CH2:36][c:37]2[cH:38][c:39]3[cH:40][cH:41][cH:42][cH:43][c:44]3[cH:45][cH:46]2)[CH:11]([c:17]2[cH:18][cH:19][c:20]([O:23][CH2:24][CH2:25][CH2:26][O:27][CH2:28][c:29]3[cH:30][cH:31][cH:32][cH:33][cH:34]3)[cH:21][cH:22]2)[CH:12]([O:14][CH2:15][CH3:16])[CH2:13]1.